describe an organic reaction: reactants, conditions, products, and yield From a dataset of the Open Reaction Database (ORD), a public repository of structured organic reaction records. Starting materials: O=C(O)C(O)C(O)C(=O)O, CCOC(=O)C1CCCN(CCCOC=C(c2ccc(F)cc2)c2ccc(F)cc2)C1, CCO, Cl, [Na+], [OH-]. Product: Cl, O=C(O)C1CCCN(CCCOC=C(c2ccc(F)cc2)c2ccc(F)cc2)C1. Reaction SMILES: [C:1]([CH:2]([CH:3]([C:4]([OH:5])=[O:6])[OH:7])[OH:8])([OH:9])=[O:10].[CH2:11]([CH3:12])[O:13][C:14](=[O:15])[CH:16]1[CH2:17][N:18]([CH2:22][CH2:23][CH2:24][O:25][CH:26]=[C:27]([c:28]2[cH:29][cH:30][c:31]([F:34])[cH:32][cH:33]2)[c:35]2[cH:36][cH:37][c:38]([F:41])[cH:39][cH:40]2)[CH2:19][CH2:20][CH2:21]1.[CH3:45][CH2:46][OH:47].[ClH:44].[Na+:43].[OH-:42]>>[ClH:44].[O:13]=[C:14]([OH:15])[CH:16]1[CH2:17][N:18]([CH2:22][CH2:23][CH2:24][O:25][CH:26]=[C:27]([c:28]2[cH:29][cH:30][c:31]([F:34])[cH:32][cH:33]2)[c:35]2[cH:36][cH:37][c:38]([F:41])[cH:39][cH:40]2)[CH2:19][CH2:20][CH2:21]1. Starting materials: BrC1=CC=C2C(=NNC2=C1)OC (6-bromo-3-methoxy-1H-indazole), C(C)OC(C=CC1=NC=CC=C1)=O (3-pyridin-2-yl-acrylic acid ethyl ester), C(C)OC(C=C(C1=CC=CC=C1)C1=C2C(=CNC2=CC=C1)C#N)=O (3-(3-Cyano-1H-Indol-4-yl)-3-phenyl-acrylic acid ethyl ester). Yields the product C(C)OC(C=C(C1=NC=CC=C1)C1=CC=C2C(=NNC2=C1)OC)=O (3-(3-Methoxy-1H-indazol-6-yl)-3-pyridin-2yl-acrylic acid ethyl ester). RXN SMILES: Br[C:2]1[CH:10]=[C:9]2[C:5]([C:6]([O:11][CH3:12])=[N:7][NH:8]2)=[CH:4][CH:3]=1.[CH2:13]([O:15][C:16](=[O:25])[CH:17]=[CH:18][C:19]1[CH:24]=[CH:23][CH:22]=[CH:21][N:20]=1)[CH3:14].C(OC(=O)C=C(C1C=CC=C2C=1C(C#N)=CN2)C1C=CC=CC=1)C>>[CH2:13]([O:15][C:16](=[O:25])[CH:17]=[C:18]([C:2]1[CH:10]=[C:9]2[C:5]([C:6]([O:11][CH3:12])=[N:7][NH:8]2)=[CH:4][CH:3]=1)[C:19]1[CH:24]=[CH:23][CH:22]=[CH:21][N:20]=1)[CH3:14]. Reported procedure: 3-(3-Methoxy-1H-indazol-6-yl)-3-pyridin-2yl-acrylic acid ethyl ester CCXLIII was prepared from 6-bromo-3-methoxy-1H-indazole and 3-pyridin-2-yl-acrylic acid ethyl ester using the procedure described for preparation of 3-(3-Cyano-1H-Indol-4-yl)-3-phenyl-acrylic acid ethyl ester LVIII (Example 14). Starting materials: Cl.N1CCC(CC1)NC(=O)C1=CNC2=C1N=CN=C2C2=C(C=C(C(=C2)F)OC)OCC2CC2 (4-(2-cyclopropylmethoxy-5-fluoro-4-methoxy-phenyl)-5H-pyrrolo[3,2-d]pyrimidine-7-carboxylic acid piperidin-4-ylamide hydrochloride), ClC(=O)[C@H](C)OC(C)=O (acetic acid (S)-1-chlorocarbonyl-ethyl ester). Yields the product O[C@H](C(=O)N1CCC(CC1)NC(=O)C1=CNC2=C1N=CN=C2C2=C(C=C(C(=C2)F)OC)OCC2CC2)C (4-(2-Cyclopropylmethoxy-5-fluoro-4-methoxy-phenyl)-5H-pyrrolo[3,2-d]pyrimidine-7-carboxylic acid [1-((S)-2-hydroxy-propanoyl)piperidin-4-yl]-amide). As a reaction SMILES: Cl.[NH:2]1[CH2:7][CH2:6][CH:5]([NH:8][C:9]([C:11]2[C:15]3[N:16]=[CH:17][N:18]=[C:19]([C:20]4[CH:25]=[C:24]([F:26])[C:23]([O:27][CH3:28])=[CH:22][C:21]=4[O:29][CH2:30][CH:31]4[CH2:33][CH2:32]4)[C:14]=3[NH:13][CH:12]=2)=[O:10])[CH2:4][CH2:3]1.Cl[C:35]([C@@H:37]([O:39]C(=O)C)[CH3:38])=[O:36]>>[OH:39][C@@H:37]([CH3:38])[C:35]([N:2]1[CH2:3][CH2:4][CH:5]([NH:8][C:9]([C:11]2[C:15]3[N:16]=[CH:17][N:18]=[C:19]([C:20]4[CH:25]=[C:24]([F:26])[C:23]([O:27][CH3:28])=[CH:22][C:21]=4[O:29][CH2:30][CH:31]4[CH2:33][CH2:32]4)[C:14]=3[NH:13][CH:12]=2)=[O:10])[CH2:6][CH2:7]1)=[O:36] |f:0.1|. Procedure: Starting from 4-(2-cyclopropylmethoxy-5-fluoro-4-methoxy-phenyl)-5H-pyrrolo[3,2-d]pyrimidine-7-carboxylic acid piperidin-4-ylamide hydrochloride (example A166) and acetic acid (S)-1-chlorocarbonyl-ethyl ester the title compound is obtained as colorless solid. The reactants are CN(C)c1ccc2c(c1)C(=O)c1cc(N3CC4CN(C(=O)OC(C)(C)C)CC4C3)ccc1-2, ClCCl, O=C(O)C(F)(F)F. Yields the product CN(C)c1ccc2c(c1)C(=O)c1cc(N3CC4CNCC4C3)ccc1-2. Reaction SMILES: [C:1]([O:2][C:3](=[O:4])[N:8]1[CH2:9][CH:10]2[CH2:11][N:12]([c:16]3[cH:17][c:18]4[c:26]([cH:27][cH:28]3)-[c:25]3[c:20]([cH:21][c:22]([N:29]([CH3:30])[CH3:31])[cH:23][cH:24]3)[C:19]4=[O:32])[CH2:13][CH:14]2[CH2:15]1)([CH3:5])([CH3:6])[CH3:7].[Cl:40][CH2:41][Cl:42].[OH:33][C:34]([C:35]([F:36])([F:37])[F:38])=[O:39]>>[NH:8]1[CH2:9][CH:10]2[CH2:11][N:12]([c:16]3[cH:17][c:18]4[c:26]([cH:27][cH:28]3)-[c:25]3[c:20]([cH:21][c:22]([N:29]([CH3:30])[CH3:31])[cH:23][cH:24]3)[C:19]4=[O:32])[CH2:13][CH:14]2[CH2:15]1. Yield: 62.0%. As a reaction SMILES: CN([CH:4]=[C:5]1[C:11](=O)[C:10]2[CH:13]=[CH:14][CH:15]=[CH:16][C:9]=2[NH:8][C:7](=[O:17])[CH2:6]1)C.Cl.[CH:19]1([C:22]([NH2:24])=[NH:23])[CH2:21][CH2:20]1>>[CH:19]1([C:22]2[N:23]=[CH:4][C:5]3[CH2:6][C:7](=[O:17])[NH:8][C:9]4[CH:16]=[CH:15][CH:14]=[CH:13][C:10]=4[C:11]=3[N:24]=2)[CH2:21][CH2:20]1 |f:1.2|. Starting materials: CN(C)C=C1CC(NC2=C(C1=O)C=CC=C2)=O (4-[(dimethylamino)methylene]-3,4-dihydro-1H-benzazepine-2,5-dione), Cl.C1(CC1)C(=N)N (cyclopropanecarboxamidine hydrochloride). Yields the product C1(CC1)C=1N=CC=2CC(NC3=C(C2N1)C=CC=C3)=O (2-Cyclopropyl-5,7-dihydro-6H-pyrimido[5,4-d][1]benzazepine-6-one). Procedure details: Analogous to Scheme 1 from 4-[(dimethylamino)methylene]-3,4-dihydro-1H-benzazepine-2,5-dione and cyclopropanecarboxamidine hydrochloride. Yield: 62%. Reactants: CC(=O)O[BH-](OC(C)=O)OC(C)=O, O=C([O-])O, CC(=O)O, O=Cc1nc2ccsc2c(=O)n1-c1ccccc1Cl, Nc1ccccc1F, [Na+], [Na+], [Na+], [Na+], O=S(=O)([O-])[O-]. Product: O=c1c2sccc2nc(CNc2ccccc2F)n1-c1ccccc1Cl. Reaction SMILES: [C:35]([O:36][BH-:37]([O:38][C:39](=[O:40])[CH3:41])[O:42][C:43](=[O:44])[CH3:45])(=[O:46])[CH3:47].[C:49](=[O:50])([OH:51])[O-:52].[CH3:54][C:55](=[O:56])[OH:57].[Cl:1][c:2]1[c:3](-[n:8]2[c:9]([CH:18]=[O:19])[n:10][c:11]3[c:12]([c:13]2=[O:14])[s:15][cH:16][cH:17]3)[cH:4][cH:5][cH:6][cH:7]1.[NH2:20][c:21]1[cH:22][cH:23][cH:24][cH:25][c:26]1[F:27].[Na+:28].[Na+:29].[Na+:48].[Na+:53].[O-:30][S:31](=[O:32])(=[O:33])[O-:34]>>[Cl:1][c:2]1[c:3](-[n:8]2[c:9]([CH2:18][NH:20][c:21]3[cH:22][cH:23][cH:24][cH:25][c:26]3[F:27])[n:10][c:11]3[c:12]([c:13]2=[O:14])[s:15][cH:16][cH:17]3)[cH:4][cH:5][cH:6][cH:7]1.